From a dataset of the Open Reaction Database (ORD), a public repository of structured organic reaction records. describe an organic reaction: reactants, conditions, products, and yield Starting materials: C22H22N2O, C1=CC=C2C(=C1)C(=O)C(C2=O)(O)O (ninhydrin spray), COC1=CC=C(C(C2=CC=CC=C2)(C2=CC=CC=C2)NCCNC=O)C=C1 (2-(4-monomethoxytrityl)aminoethylformamide), C23H24N2O2, COC1=CC=C(C(C2=CC=C(C=C2)OC)(C2=CC=CC=C2)NCCNC=O)C=C1 (2-(4,4′-dimethoxytrityl)aminoethylformamide), Cl (HCl), C24H26N2O3, Cl (HCl), C1=CC=C2C(=C1)C(=O)C(C2=O)(O)O (ninhydrin spray), Cl (HCl), C1=CC=C2C(=C1)C(=O)C(C2=O)(O)O (ninhydrin spray). Solvent: C(Cl)Cl.CO (DCM MeOH), C(Cl)Cl.CO (DCM MeOH), C(Cl)Cl.CO (DCM MeOH). Yields the product C(C1=CC=CC=C1)(C1=CC=CC=C1)(C1=CC=CC=C1)NCCNC=O (2-tritylaminoethylformamide). RXN SMILES: C1C=C2C(C(O)(O)C(=O)C2=CC=1)=O.Cl.CO[C:17]1[CH:41]=[CH:40][C:20]([C:21]([NH:34][CH2:35][CH2:36][NH:37][CH:38]=[O:39])([C:28]2[CH:33]=[CH:32][CH:31]=[CH:30][CH:29]=2)[C:22]2[CH:27]=[CH:26][CH:25]=[CH:24][CH:23]=2)=[CH:19][CH:18]=1.COC1C=CC(C(NCCNC=O)(C2C=CC=CC=2)C2C=CC(OC)=CC=2)=CC=1>C(Cl)Cl.CO>[C:21]([NH:34][CH2:35][CH2:36][NH:37][CH:38]=[O:39])([C:22]1[CH:23]=[CH:24][CH:25]=[CH:26][CH:27]=1)([C:28]1[CH:33]=[CH:32][CH:31]=[CH:30][CH:29]=1)[C:20]1[CH:19]=[CH:18][CH:17]=[CH:41][CH:40]=1 |f:4.5|. Procedure details: C22H22N2O (330.42); RF=0.87 (DCM/MeOH 5:1, v/v); spot stains with ninhydrin spray or with HCl vapour); 2-(4-monomethoxytrityl)aminoethylformamide; C23H24N2O2 (360.46); RF=0.86 (DCM/MeOH 5:1, v/v); spot stains with ninhydrin spray or with HCl vapour); 1H NMR (CDCl3, 250.133 MHz):=1.70 (br s, 1 H); 2.32 (tr, 2H, J=6.0 Hz); 3.37 (m, 2H); 3.76 (s, 3H); 5.99 (br s, 1H); 6.78-7.49 (m, 14H); 8.17 (s, 1H). 13C NMR (CDCl3, 62.896 MHz):=38.7 (CH2); 43.1 (CH2); 55.2 (CH3); 70.2 (C); 113.2 (CH); 126.4 (CH);... Reactants: ice, N1CCC(CC1)N1C(NC2=C(CC1)C=CC=C2)=O (3-piperidin-4-yl-1,3,4,5-tetrahydro-1,3-benzodiazepin-2-one), N[C@@H](C(=O)N1CCC(CC1)N1CCN(CC1)C)CC1=CC(=C(C=C1)CC)CC ((R)-2-amino-3-(3,4-diethyl-phenyl)-1-[4-(4-methyl-piperazin-1-yl)-piperidin-1-yl]-propan-1-one), C1CCOC1 (THF), ice, C1CCOC1 (THF). Run in CN(C)C=O (DMF). The product is C(C)C=1C=C(C[C@H](C(=O)N2CCC(CC2)N2CCN(CC2)C)NC(=O)N2CCC(CC2)N2C(NC3=C(CC2)C=CC=C3)=O)C=CC1CC (4-(2-oxo-1,2,4,5-tetrahydro-1,3-benzodiazepin-3-yl)-piperidine-1-carboxylic acid-{(R)-1-(3,4-diethyl-benzyl)-2-[4-(4-methyl-piperazin-1-yl)-piperidin-1-yl]-2-oxoethyl}-amide). Reaction SMILES: [NH2:1][C@H:2]([CH2:18][C:19]1[CH:24]=[CH:23][C:22]([CH2:25][CH3:26])=[C:21]([CH2:27][CH3:28])[CH:20]=1)[C:3]([N:5]1[CH2:10][CH2:9][CH:8]([N:11]2[CH2:16][CH2:15][N:14]([CH3:17])[CH2:13][CH2:12]2)[CH2:7][CH2:6]1)=[O:4].[NH:29]1[CH2:34][CH2:33][CH:32]([N:35]2[CH2:41][CH2:40][C:39]3[CH:42]=[CH:43][CH:44]=[CH:45][C:38]=3[NH:37][C:36]2=[O:46])[CH2:31][CH2:30]1.C1C[O:50][CH2:49]C1>CN(C=O)C>[CH2:27]([C:21]1[CH:20]=[C:19]([CH:24]=[CH:23][C:22]=1[CH2:25][CH3:26])[CH2:18][C@@H:2]([NH:1][C:49]([N:29]1[CH2:30][CH2:31][CH:32]([N:35]2[CH2:41][CH2:40][C:39]3[CH:42]=[CH:43][CH:44]=[CH:45][C:38]=3[NH:37][C:36]2=[O:46])[CH2:33][CH2:34]1)=[O:50])[C:3]([N:5]1[CH2:10][CH2:9][CH:8]([N:11]2[CH2:12][CH2:13][N:14]([CH3:17])[CH2:15][CH2:16]2)[CH2:7][CH2:6]1)=[O:4])[CH3:28]. Procedure: 4.1 g (10.61 mmol) of (R)-2-amino-3-(3,4-diethyl-phenyl)-1-[4-(4-methyl-piperazin-1-yl)-piperidin-1-yl]-propan-1-one, dissolved in 50 mL of THF, were slowly added dropwise to the ice-cooled mixture of 150 mL of THF and 1.9 g (11.2 mmol) of CDT. Then the mixture was stirred for 30 min in the ice bath and for a further 45 min at RT before the solution of 2.7 g (11.0 mmol) of 3-piperidin-4-yl-1,3,4,5-tetrahydro-1,3-benzodiazepin-2-one in 20 mL of DMF was added and the mixture was refluxed for 4 h. ...